Dataset: the Open Reaction Database (ORD), a public repository of structured organic reaction records. Task: describe an organic reaction: reactants, conditions, products, and yield Reactants: C(#N)C1=C(C=C(C=C1OC)C1=CC(=NC(=N1)NC)N1C[C@H](CC[C@H]1C)C(=O)NCC1=CC=CC=C1)F ((3S,6R)-1-[6-[4-cyano-3-fluoro-5-(methyloxy)phenyl]-2-(methylamino)-4-pyrimidinyl]-6-methyl-N-(phenylmethyl)-3-piperidinecarboxamide), NN (hydrazine). The solvent is C(C)O (Ethanol). Reaction conditions: temperature 100 celsius. The product is NC1=NNC2=CC(=CC(=C12)OC)C1=CC(=NC(=N1)NC)N1C[C@H](CC[C@H]1C)C(=O)NCC1=CC=CC=C1 ((3S,6R)-1-[6-[3-amino-4-(methyloxy)-1H-indazol-6-yl]-2-(methylamino)-4-pyrimidinyl]-6-methyl-N-(phenylmethyl)-3-piperidinecarboxamide). Reaction SMILES: [C:1]([C:3]1[C:8]([O:9][CH3:10])=[CH:7][C:6]([C:11]2[N:16]=[C:15]([NH:17][CH3:18])[N:14]=[C:13]([N:19]3[C@H:24]([CH3:25])[CH2:23][CH2:22][C@H:21]([C:26]([NH:28][CH2:29][C:30]4[CH:35]=[CH:34][CH:33]=[CH:32][CH:31]=4)=[O:27])[CH2:20]3)[CH:12]=2)=[CH:5][C:4]=1F)#[N:2].[NH2:37][NH2:38]>C(O)C>[NH2:2][C:1]1[C:3]2[C:4](=[CH:5][C:6]([C:11]3[N:16]=[C:15]([NH:17][CH3:18])[N:14]=[C:13]([N:19]4[C@H:24]([CH3:25])[CH2:23][CH2:22][C@H:21]([C:26]([NH:28][CH2:29][C:30]5[CH:35]=[CH:34][CH:33]=[CH:32][CH:31]=5)=[O:27])[CH2:20]4)[CH:12]=3)=[CH:7][C:8]=2[O:9][CH3:10])[NH:38][N:37]=1. Reported procedure: Dissolved (3S,6R)-1-[6-[4-cyano-3-fluoro-5-(methyloxy)phenyl]-2-(methylamino)-4-pyrimidinyl]-6-methyl-N-(phenylmethyl)-3-piperidinecarboxamide (96 mg, 0.196 mmol) with Ethanol (2 mL) in a 5 mL sealable vial then added hydrazine (0.185 mL, 5.89 mmol). The reaction was capped and heat overnight at 100° C. The reaction was concentrated then dissolved in 1 mL of DMSO and purified on HPLC (HPLC condition: open-access Gilson using Unipoint software with a Varian Polaris 5u C18(2) 100A, 50×30.00 mm 5 m... Starting materials: NC=1C(=NC=CC1N)O (3,4-diamino-2-hydroxypyridine), [K].CCOC(=S)S (potassium ethyl xanthogenate), C(C)OCC (diethyl ether). Run in C(C)O (ethanol). Product: SC1=NC2=C(C(NC=C2)=O)N1 (2-Mercapto-3,5-dihydro-imidazo[4,5-c]pyridin-4-one). As a reaction SMILES: [NH2:1][C:2]1[C:3]([OH:9])=[N:4][CH:5]=[CH:6][C:7]=1[NH2:8].[K].CCO[C:14](S)=[S:15].C(OCC)C>C(O)C>[SH:15][C:14]1[NH:1][C:2]2[C:3](=[O:9])[NH:4][CH:5]=[CH:6][C:7]=2[N:8]=1 |f:1.2,^1:9|. Procedure: A suspension of 5.0 g (39.96 mmol) of 3,4-diamino-2-hydroxypyridine and 12.82 g (80.0 mmol) of potassium-ethyl xanthogenate in 100 ml of ethanol was refluxed for three hours. The mixture was then cooled to ambient temperature and combined with approx. 20 ml of diethyl ether. The precipitated product was filtered off, washed with approx. 10 ml of diethyl ether, dried, dissolved in approx. 30 ml of water and this solution was acidified with concentrated hydrochloric acid. The product precipitated ... The reactants are ClC=1C(=CC(N(C1)C(C(=O)NC1=CC=C(C(=O)OC(C)(C)C)C=C1)CC(C)C)=O)C1=C(C=CC(=C1)Cl)C#N (tert-butyl 4-({2-[5-chloro-4-(5-chloro-2-cyanophenyl)-2-oxopyridin-1(2H)-yl]-4-methylpentanoyl}amino)benzoate), C(=O)(C(F)(F)F)O (TFA). The product is ClC=1C(=CC(N(C1)C(C(=O)NC1=CC=C(C(=O)O)C=C1)CC(C)C)=O)C1=C(C=CC(=C1)Cl)C#N (4-({2-[5-Chloro-4-(5-chloro-2-cyanophenyl)-2-oxopyridin-1(2H)-yl]-4-methylpentanoyl}amino)benzoic acid). As a reaction SMILES: [Cl:1][C:2]1[C:3]([C:30]2[CH:35]=[C:34]([Cl:36])[CH:33]=[CH:32][C:31]=2[C:37]#[N:38])=[CH:4][C:5](=[O:29])[N:6]([CH:8]([CH2:25][CH:26]([CH3:28])[CH3:27])[C:9]([NH:11][C:12]2[CH:24]=[CH:23][C:15]([C:16]([O:18]C(C)(C)C)=[O:17])=[CH:14][CH:13]=2)=[O:10])[CH:7]=1.C(O)(C(F)(F)F)=O>>[Cl:1][C:2]1[C:3]([C:30]2[CH:35]=[C:34]([Cl:36])[CH:33]=[CH:32][C:31]=2[C:37]#[N:38])=[CH:4][C:5](=[O:29])[N:6]([CH:8]([CH2:25][CH:26]([CH3:28])[CH3:27])[C:9]([NH:11][C:12]2[CH:13]=[CH:14][C:15]([C:16]([OH:18])=[O:17])=[CH:23][CH:24]=2)=[O:10])[CH:7]=1. Procedure details: 45 mg (0.08 mmol) of tert-butyl 4-({2-[5-chloro-4-(5-chloro-2-cyanophenyl)-2-oxopyridin-1(2H)-yl]-4-methylpentanoyl}amino)benzoate (racemate) were hydrolysed with TFA according to General Method 2. The crude product was purified by preparative HPLC (Reprosil C18, water/acetonitrile gradient). Yield: 28 mg (purity 90%, 62% of theory) The reactants are O (water), N1=C(C=NC=C1)[O-].[Na+] (Sodium pyrazin-2-olate), FC1=CC=C(C=C1)[N+](=O)[O-] (1-Fluoro-4-nitro-benzene), C(=O)([O-])[O-].[Cs+].[Cs+] (Cs2CO3). Solvent: CN(C)C=O (DMF). Reaction conditions: temperature 35 celsius. Yields the product [N+](=O)([O-])C1=CC=C(C=C1)N1C(C=NC=C1)=O (1-(4-Nitro-phenyl)-1H-pyrazin-2-one). RXN SMILES: [N:1]1[CH:6]=[CH:5][N:4]=[CH:3][C:2]=1[O-:7].[Na+].F[C:10]1[CH:15]=[CH:14][C:13]([N+:16]([O-:18])=[O:17])=[CH:12][CH:11]=1.C([O-])([O-])=O.[Cs+].[Cs+].O>CN(C=O)C>[N+:16]([C:13]1[CH:14]=[CH:15][C:10]([N:1]2[CH:6]=[CH:5][N:4]=[CH:3][C:2]2=[O:7])=[CH:11][CH:12]=1)([O-:18])=[O:17] |f:0.1,3.4.5|. Procedure details: A mixture of 632 mg Sodium pyrazin-2-olate and 720 mg 1-Fluoro-4-nitro-benzene and 3.3 g Cs2CO3 in 13 mL DMF was heated to 35° C. for 6 h. This solution was poured on to 300 mL of water and the resulting precipitate was collected by filtration to yield a bright yellow crystalline product, which was dried under reduced pressure. Yield: 545 mg. The reactants are C=CC(=O)OCC, C1CCOC1, CCO, O=C(Cc1ncc[nH]1)c1ccc(Cl)cc1Cl, [K+], [OH-], O. Yields the product CCOC(=O)CCC(C(=O)c1ccc(Cl)cc1Cl)c1ncc[nH]1. Reaction SMILES: [C:24]([CH:25]=[CH2:26])(=[O:27])[O:28][CH2:29][CH3:30].[CH2:17]1[O:18][CH2:19][CH2:20][CH2:21]1.[CH3:32][CH2:33][OH:34].[Cl:1][c:2]1[c:3]([C:9]([CH2:10][c:11]2[nH:12][cH:13][cH:14][n:15]2)=[O:16])[cH:4][cH:5][c:6]([Cl:8])[cH:7]1.[K+:23].[OH-:22].[OH2:31]>>[Cl:1][c:2]1[c:3]([C:9]([CH:10]([c:11]2[n:12][cH:13][cH:14][nH:15]2)[CH2:26][CH2:25][C:24](=[O:27])[O:28][CH2:29][CH3:30])=[O:16])[cH:4][cH:5][c:6]([Cl:8])[cH:7]1. Starting materials: Cl.C1(CC1)COC1=C(C=C(C=C1)CC)C=1C2=C(N=CN1)C(=C(N2)C)C(=O)NC2CCNCC2 (4-[2-(cyclopropylmethoxy)-5-ethylphenyl]-6-methyl-N-(piperidin-4-yl)-5H-pyrrolo[3,2-d]pyrimidine-7-carboxamide hydrochloride), COCC(=O)Cl (methoxy-acetyl chloride). Yields the product C1(CC1)COC1=C(C=C(C=C1)CC)C=1C2=C(N=CN1)C(=C(N2)C)C(=O)NC2CCN(CC2)C(COC)=O (4-[2-(Cyclopropylmethoxy)-5-ethylphenyl]-N-[1-(methoxyacetyl)piperidin-4-yl]-6-methyl-5H-pyrrolo[3,2-d]pyrimidine-7-carboxamide). As a reaction SMILES: Cl.[CH:2]1([CH2:5][O:6][C:7]2[CH:12]=[CH:11][C:10]([CH2:13][CH3:14])=[CH:9][C:8]=2[C:15]2[C:16]3[NH:23][C:22]([CH3:24])=[C:21]([C:25]([NH:27][CH:28]4[CH2:33][CH2:32][NH:31][CH2:30][CH2:29]4)=[O:26])[C:17]=3[N:18]=[CH:19][N:20]=2)[CH2:4][CH2:3]1.[CH3:34][O:35][CH2:36][C:37](Cl)=[O:38]>>[CH:2]1([CH2:5][O:6][C:7]2[CH:12]=[CH:11][C:10]([CH2:13][CH3:14])=[CH:9][C:8]=2[C:15]2[C:16]3[NH:23][C:22]([CH3:24])=[C:21]([C:25]([NH:27][CH:28]4[CH2:29][CH2:30][N:31]([C:37](=[O:38])[CH2:36][O:35][CH3:34])[CH2:32][CH2:33]4)=[O:26])[C:17]=3[N:18]=[CH:19][N:20]=2)[CH2:4][CH2:3]1 |f:0.1|. Reported procedure: Starting from 4-[2-(cyclopropylmethoxy)-5-ethylphenyl]-6-methyl-N-(piperidin-4-yl)-5H-pyrrolo[3,2-d]pyrimidine-7-carboxamide hydrochloride (example D.f48) and commercially available methoxy-acetyl chloride the title compound is obtained as colorless solid. Starting materials: 13.6, COC1=C(C2=CC=CC=C2C=C1)C(C(=O)N)NC1=C(C=CC=C1)C (2-methoxy-α-[(2-methylphenyl)amino]-1-naphthaleneacetamide), [OH-].[K+] (potassium hydroxide). As a reaction SMILES: [CH3:1][O:2][C:3]1[CH:12]=[CH:11][C:10]2[C:5](=[CH:6][CH:7]=[CH:8][CH:9]=2)[C:4]=1[CH:13]([NH:17][C:18]1[CH:23]=[CH:22][CH:21]=[CH:20][C:19]=1[CH3:24])[C:14](N)=[O:15].[OH-:25].[K+]>C(O)C>[CH3:1][O:2][C:3]1[CH:12]=[CH:11][C:10]2[C:5](=[CH:6][CH:7]=[CH:8][CH:9]=2)[C:4]=1[CH:13]([NH:17][C:18]1[CH:23]=[CH:22][CH:21]=[CH:20][C:19]=1[CH3:24])[C:14]([OH:25])=[O:15] |f:1.2|. Product: COC1=C(C2=CC=CC=C2C=C1)C(C(=O)O)NC1=C(C=CC=C1)C (2-methoxy-α-[(2-methylphenyl)amino]-1-naphthaleneacetic acid). Procedure details: A mixture of 13.6 parts of 2-methoxy-α-[(2-methylphenyl)amino]-1-naphthaleneacetamide and 120 parts of a solution of potassium hydroxide in ethanol 1 N is stirred and refluxed for 64 hours. The reaction mixture is evaporated and the residue is taken up in 250 parts of water. The unreacted starting material "A" is filtered off and the filtrate is neutralized with glacial acetic acid. The precipitated product is filtered off and dissolved in 140 parts of 1,1'-oxybisethane. The solution is washed w... The yield is 35.5%. Run in C(C)O (ethanol).